Dataset: the Open Reaction Database (ORD), a public repository of structured organic reaction records. Task: describe an organic reaction: reactants, conditions, products, and yield The reactants are FCBr (fluorobromomethane), ice water, C(#N)C(C(=O)N)=NO (2-Cyano-2-hydroxyiminoacetamide), C([O-])([O-])=O.[K+].[K+] (Potassium carbonate). Run in CN(C=O)C (dimethylformamide), CS(=O)C (dimethyl sulfoxide). The product is C(#N)C(C(=O)N)=NOCF (2-Cyano-2-fluoromethoxyiminoacetamide). Yield: 49.7%. RXN SMILES: [C:1]([C:3](=[N:7][OH:8])[C:4]([NH2:6])=[O:5])#[N:2].C(=O)([O-])[O-].[K+].[K+].[F:15][CH2:16]Br>CS(C)=O.CN(C)C=O>[C:1]([C:3](=[N:7][O:8][CH2:16][F:15])[C:4]([NH2:6])=[O:5])#[N:2] |f:1.2.3|. Procedure: 2-Cyano-2-hydroxyiminoacetamide (22.6 g) was dissolved in dimethyl sulfoxide (100 ml). Potassium carbonate (55.2 g) was added under stirring at room temperature, followed by stirring for further 20 minutes. Thereafter, a solution of fluorobromomethane (27 g) in dimethylformamide (20 ml) was added. The resulting mixture was stirred for 20 hours at room temperature and then allowed to cool down. The reaction mixture was added to ice water (1 l), followed by extraction twice with 150 ml of ethyl ac... Starting materials: C(C)(C)(C)OC(=O)C1N(CCC2CCCCC12)C(=O)OC (2-methoxycarbonyl-(1RS,4aSR,8aSR)-perhydoisoquinoline-1-carboxylic acid t-butyl ester), [O-]CC.[Na+] (sodium ethoxide). Solvent: CCO (EtOH). Yields the product C(C)OC(=O)C1N(CCC2CCCCC12)C(=O)OC (2-Methoxycarbonyl-(1RS,4aRS,8aRS)-perhydoisoquinoline-1-carboxylic acid ethyl ester). The yield is 95.2%. As a reaction SMILES: [C:1]([O:5][C:6]([CH:8]1[CH:17]2[CH:12]([CH2:13][CH2:14][CH2:15][CH2:16]2)[CH2:11][CH2:10][N:9]1[C:18]([O:20][CH3:21])=[O:19])=[O:7])(C)(C)[CH3:2].[O-]CC.[Na+]>CCO>[CH2:1]([O:5][C:6]([CH:8]1[CH:17]2[CH:12]([CH2:13][CH2:14][CH2:15][CH2:16]2)[CH2:11][CH2:10][N:9]1[C:18]([O:20][CH3:21])=[O:19])=[O:7])[CH3:2] |f:1.2|. Procedure details: To a solution of 2-methoxycarbonyl-(1RS,4aSR,8aSR)-perhydoisoquinoline-1-carboxylic acid t-butyl ester (81.2 g, 273 mmol) in EtOH (500 mL) was added sodium ethoxide (21% in ethanol) (88.4 mL, 273 mmol) and the reaction mixture was refluxed (24 h). The organic solvent was evaporated in vacuo, ethyl acetate (400 mL) and water (100 mL) was added to the residue. The organic layer was separated, washed twice with water, dried (MgSO4), filtered, and the filtrate was concentrated in vacuo to afford an ... Reactants: N1=C(C=CC=C1)C=O (Pyridine-2-carboxaldehyde), ClC1=NC(=CC(=C1C#N)C(F)(F)F)NC(C(C)C)CO (2-Chloro-6-[[1-(hydroxymethyl)-2-methyl-propyl]amino]-4-(trifluoromethyl) pyridine-3-carbonitrile), ClC1=NC(=CC(=C1C#N)C(F)(F)F)NC(C(C)C)CO (2-Chloro-6-[[1-(hydroxymethyl)-2-methyl-propyl]amino]-4-(trifluoromethyl) pyridine-3-carbonitrile), C1(=CC=C(C=C1)S(=O)(=O)O)C (para-toluene sulfonic acid). The solvent is C1(=CC=CC=C1)C (toluene). The product is ClC1=NC(=CC(=C1C#N)C(F)(F)F)N1C(OCC1C(C)C)C1=NC=CC=C1 (2-Chloro-6-[4-isopropyl-2-(2-pyridyl)oxazolidin-3-yl]-4-(tri fluoromethyl) pyridine-3-carbonitrile). RXN SMILES: [N:1]1[CH:6]=[CH:5][CH:4]=[CH:3][C:2]=1[CH:7]=[O:8].[Cl:9][C:10]1[C:15]([C:16]#[N:17])=[C:14]([C:18]([F:21])([F:20])[F:19])[CH:13]=[C:12]([NH:22][CH:23]([CH2:27]O)[CH:24]([CH3:26])[CH3:25])[N:11]=1.C1(C)C=CC(S(O)(=O)=O)=CC=1>C1(C)C=CC=CC=1>[Cl:9][C:10]1[C:15]([C:16]#[N:17])=[C:14]([C:18]([F:20])([F:21])[F:19])[CH:13]=[C:12]([N:22]2[CH:23]([CH:24]([CH3:26])[CH3:25])[CH2:27][O:8][CH:7]2[C:2]2[CH:3]=[CH:4][CH:5]=[CH:6][N:1]=2)[N:11]=1. Procedure: Pyridine-2-carboxaldehyde (207 mg, 1.9 mmol) was added to a toluene solution (15 mL) of 2-chloro-6-[[1-(hydroxymethyl)-2-methyl-propyl]amino]-4-(trifluoromethyl)pyridine-3-carbonitrile (400 mg, 1.3 mmol) (Compound 13) followed by a catalytic amount of para-toluene sulfonic acid (50 mg). The reactants were refluxed for 6 hours in a Dean-Stark apparatus, concentrated under reduced pressure, adsorbed onto silica and purified using a neutral alumina column, eluting with a mobile phase of 10% ethyl a...